The task is: describe an organic reaction: reactants, conditions, products, and yield. This data is from the Open Reaction Database (ORD), a public repository of structured organic reaction records. Starting materials: C(C)(C)OC(=O)C=1N(C=NC1)C1CCCC2=CC=C(C=C12)Br (3-(7-bromo-1,2,3,4-tetrahydro-naphthalen-1-yl)-3H-imidazole-4-carboxylic acid isopropyl ester), CN(C)C=O (DMF), S1C(=CC=C1)B(O)O (2-thienylboronic acid), C([O-])([O-])=O.[Na+].[Na+] (sodium carbonate). Reagents/catalysts: [Pd].C1(=CC=CC=C1)P(C1=CC=CC=C1)C1=CC=CC=C1.C1(=CC=CC=C1)P(C1=CC=CC=C1)C1=CC=CC=C1.C1(=CC=CC=C1)P(C1=CC=CC=C1)C1=CC=CC=C1.C1(=CC=CC=C1)P(C1=CC=CC=C1)C1=CC=CC=C1 (Tetrakis(triphenylphosphine) palladium). The solvent is O (water). Reaction conditions: temperature 150 celsius. Product: C(C)(C)OC(=O)C=1N(C=NC1)C1CCCC2=CC=C(C=C12)C=1SC=CC1 (3-[7-thiophen-2-yl-1,2,3,4-tetrahydro-naphthalen-1-yl]-3H-imidazole-4-carboxylic acid isopropyl ester). RXN SMILES: [CH:1]([O:4][C:5]([C:7]1[N:8]([CH:12]2[C:21]3[C:16](=[CH:17][CH:18]=[C:19](Br)[CH:20]=3)[CH2:15][CH2:14][CH2:13]2)[CH:9]=[N:10][CH:11]=1)=[O:6])([CH3:3])[CH3:2].[S:23]1[CH:27]=[CH:26][CH:25]=[C:24]1B(O)O.C(=O)([O-])[O-].[Na+].[Na+].CN(C=O)C>O.[Pd].C1(P(C2C=CC=CC=2)C2C=CC=CC=2)C=CC=CC=1.C1(P(C2C=CC=CC=2)C2C=CC=CC=2)C=CC=CC=1.C1(P(C2C=CC=CC=2)C2C=CC=CC=2)C=CC=CC=1.C1(P(C2C=CC=CC=2)C2C=CC=CC=2)C=CC=CC=1>[CH:1]([O:4][C:5]([C:7]1[N:8]([CH:12]2[C:21]3[C:16](=[CH:17][CH:18]=[C:19]([C:24]4[S:23][CH:27]=[CH:26][CH:25]=4)[CH:20]=3)[CH2:15][CH2:14][CH2:13]2)[CH:9]=[N:10][CH:11]=1)=[O:6])([CH3:3])[CH3:2] |f:2.3.4,7.8.9.10.11|. Reported procedure: A flask is charged with 3-(7-bromo-1,2,3,4-tetrahydro-naphthalen-1-yl)-3H-imidazole-4-carboxylic acid isopropyl ester (0.225 g, 0.520 mmol), which can be prepared as described in Example 5, 2-thienylboronic acid (0.145 g, 1.041 mmol), aqueous sodium carbonate (2M, 1.30 mL, 2.60 mmol) and DMF (35 mL). Tetrakis(triphenylphosphine) palladium (0.060 g, 0.052 mmol) is added and the mixture is heated to 150° C. in a sealed tube under microwave irradiation conditions for 12 minutes. The reaction is the... Reactants: CCN1C=C(C=C(C1=O)OC)C#N (1-ethyl-3-methoxy-2-pyridone-5-carbonitrile), CS(=O)(=O)O (methanesulfonic acid), FC1=CC=C(C=C1)[C@]([C@H](C)N)(N)C=1C=NC(=CC1)F ((1S,2S)-1-(4-fluorophenyl)-1-(6-fluoro-3-pyridyl)-1,2-propanediamine), C[O-].[Na+].CO (sodium methoxide methanol). The solvent is CO (methanol), CO (methanol). Run at time 17 hour. Product: C(C)N1C(C(=CC(=C1)C=1N[C@H]([C@@](N1)(C=1C=NC(=CC1)F)C1=CC=C(C=C1)F)C)OC)=O (1-ethyl-5-[(4S,5S)-4-(4-fluorophenyl)-4-(6-fluoro-3-pyridyl)-5-methyl-2-imidazolin-2-yl]-3-methoxy-2-pyridone). Isolated yield 2.5%. Reaction SMILES: [CH3:1][CH2:2][N:3]1[C:8](=[O:9])[C:7]([O:10][CH3:11])=[CH:6][C:5]([C:12]#[N:13])=[CH:4]1.C[O-].[Na+].CO.CS(O)(=O)=O.[F:24][C:25]1[CH:30]=[CH:29][C:28]([C@@:31]([C:36]2[CH:37]=[N:38][C:39]([F:42])=[CH:40][CH:41]=2)(N)[C@@H:32]([NH2:34])[CH3:33])=[CH:27][CH:26]=1>CO>[CH2:2]([N:3]1[CH:4]=[C:5]([C:12]2[NH:34][C@@H:32]([CH3:33])[C@:31]([C:28]3[CH:29]=[CH:30][C:25]([F:24])=[CH:26][CH:27]=3)([C:36]3[CH:37]=[N:38][C:39]([F:42])=[CH:40][CH:41]=3)[N:13]=2)[CH:6]=[C:7]([O:10][CH3:11])[C:8]1=[O:9])[CH3:1] |f:1.2.3|. Procedure: 1-ethyl-3-methoxy-2-pyridone-5-carbonitrile (30 mg) was dissolved in methanol (1 mL), and 25% sodium methoxide-methanol solution (6.6 mL) was added thereto. The mixture was stirred at room temperature for 17 hours, and methanesulfonic acid (11 μL) and a solution of (1S,2S)-1-(4-fluorophenyl)-1-(6-fluoro-3-pyridyl)-1,2-propanediamine (44.5 mg) in methanol (1 mL) were successively added. The mixture was stirred at room temperature for two days and concentrated in vacuo. The residue was dissolved i... Starting materials: C(CC)=O (Propionaldehyde), CC(C)(C)[Si](O[C@@H]1CC[C@H](CC1)C(=O)OCC)(C)C (trans-Ethyl 4-{[(1,1-dimethylethyl)(dimethyl)silyl]oxy}cyclohexanecarboxylate), [Bi](Br)(Br)Br (bismuth tribromide), C(C)[SiH](CC)CC (triethylsilane). The solvent is C(C)#N (acetonitrile), C(C)#N (acetonitrile). Conditions: time 1.5 hour. Yields the product C(CC)O[C@@H]1CC[C@H](CC1)C(=O)OCC (trans-Ethyl 4-(propyloxy)cyclohexanecarboxylate). RXN SMILES: [CH:1](=[O:4])[CH2:2][CH3:3].CC([Si](C)(C)O[C@H:11]1[CH2:16][CH2:15][C@H:14]([C:17]([O:19][CH2:20][CH3:21])=[O:18])[CH2:13][CH2:12]1)(C)C.[Bi](Br)(Br)Br.C([SiH](CC)CC)C>C(#N)C>[CH2:1]([O:4][C@H:11]1[CH2:16][CH2:15][C@H:14]([C:17]([O:19][CH2:20][CH3:21])=[O:18])[CH2:13][CH2:12]1)[CH2:2][CH3:3]. Procedure: Propionaldehyde (6.4 g) in acetonitrile (50 mL) was added over 30 minutes to a solution of cis/trans ethyl 4-{[(1,1-dimethylethyl)(dimethyl)silyl]oxy}cyclohexanecarboxylate (D1, 25.2 g), bismuth tribromide (4.4 g) and triethylsilane (17.5 mL) in acetonitrile (300 mL) and the mixture was stirred for a further 1.5 hours. The solvent was partially removed then the residue was treated with ethyl acetate and saturated sodium bicarbonate solution. The organic layer was separated, washed with brine, dr... Starting materials: CCO, Cl, Cl, [Na+], [OH-], CCOC(=O)C(C)(C)c1cn2nc(CCCN3CCC(OC(c4ccccc4)c4ccccc4)CC3)ccc2n1. Yields the product CC(C)(C(=O)O)c1cn2nc(CCCN3CCC(OC(c4ccccc4)c4ccccc4)CC3)ccc2n1. Reaction SMILES: [CH3:45][CH2:46][OH:47].[ClH:1].[ClH:2].[Na+:44].[OH-:43].[c:3]1([CH:9]([O:10][CH:11]2[CH2:12][CH2:13][N:14]([CH2:17][CH2:18][CH2:19][c:20]3[cH:21][cH:22][c:23]4[n:24]([n:25]3)[cH:26][c:27]([C:29]([C:30](=[O:31])[O:32][CH2:33][CH3:34])([CH3:35])[CH3:36])[n:28]4)[CH2:15][CH2:16]2)[c:37]2[cH:38][cH:39][cH:40][cH:41][cH:42]2)[cH:4][cH:5][cH:6][cH:7][cH:8]1>>[c:3]1([CH:9]([O:10][CH:11]2[CH2:12][CH2:13][N:14]([CH2:17][CH2:18][CH2:19][c:20]3[cH:21][cH:22][c:23]4[n:24]([n:25]3)[cH:26][c:27]([C:29]([C:30](=[O:31])[OH:32])([CH3:35])[CH3:36])[n:28]4)[CH2:15][CH2:16]2)[c:37]2[cH:38][cH:39][cH:40][cH:41][cH:42]2)[cH:4][cH:5][cH:6][cH:7][cH:8]1. The reactants are C(C1=CC=CC=C1)OC1=CC(N(C=C1)CC1CC1)=O (4-Benzyloxy-1-cyclopropylmethyl-1H-pyridin-2-one), BrN1C(CCC1=O)=O (N-bromosuccinimide). Run in C(Cl)Cl (DCM). Yields the product C(C1=CC=CC=C1)OC1=C(C(N(C=C1)CC1CC1)=O)Br (4-Benzyloxy-3-bromo-1-cyclopropylmethyl-1H-pyridin-2-one). RXN SMILES: [CH2:1]([O:8][C:9]1[CH:14]=[CH:13][N:12]([CH2:15][CH:16]2[CH2:18][CH2:17]2)[C:11](=[O:19])[CH:10]=1)[C:2]1[CH:7]=[CH:6][CH:5]=[CH:4][CH:3]=1.[Br:20]N1C(=O)CCC1=O>C(Cl)Cl>[CH2:1]([O:8][C:9]1[CH:14]=[CH:13][N:12]([CH2:15][CH:16]2[CH2:17][CH2:18]2)[C:11](=[O:19])[C:10]=1[Br:20])[C:2]1[CH:3]=[CH:4][CH:5]=[CH:6][CH:7]=1. Procedure: A solution of intermediate D1 (3.0 g, 11.7 mmol) and N-bromosuccinimide (2.09 g, 11.7 mmol) in DCM (100 ml) was stirred at room temperature for 1 hour. The solvent was evaporated in vacuo and the crude residue was purified by column chromatography (silica gel; DCM as eluent). The desired fractions were collected and evaporated in vacuo yielding D33 (3.56 g, 91%).